Dataset: the Open Reaction Database (ORD), a public repository of structured organic reaction records. Task: describe an organic reaction: reactants, conditions, products, and yield Starting materials: C(C)OC(NC1=C(C=C(C=C1)O)F)=O ((2-fluoro-4-hydroxyphenyl)carbamic acid ethyl ester), CC=1C=C(C=CC1[N+](=O)[O-])NC(=O)C1(OC1)C (2-methyloxirane-2-carboxylic acid (3-methyl-4-nitrophenyl)amide). Product: C(C)OC(NC1=C(C=C(C=C1)OCC(C)(C(NC1=CC(=C(C=C1)[N+](=O)[O-])C)=O)O)F)=O ({2-Fluoro-4-[2-hydroxy-2-(3-methyl-4-nitrophenylcarbamoyl)propoxy]-phenyl}carbamic acid ethyl ester). Reaction SMILES: [CH2:1]([O:3][C:4](=[O:14])[NH:5][C:6]1[CH:11]=[CH:10][C:9]([OH:12])=[CH:8][C:7]=1[F:13])[CH3:2].[CH3:15][C:16]1[CH:17]=[C:18]([NH:25][C:26]([C:28]2([CH3:31])[CH2:30][O:29]2)=[O:27])[CH:19]=[CH:20][C:21]=1[N+:22]([O-:24])=[O:23]>>[CH2:1]([O:3][C:4](=[O:14])[NH:5][C:6]1[CH:11]=[CH:10][C:9]([O:12][CH2:31][C:28]([OH:29])([C:26](=[O:27])[NH:25][C:18]2[CH:19]=[CH:20][C:21]([N+:22]([O-:24])=[O:23])=[C:16]([CH3:15])[CH:17]=2)[CH3:30])=[CH:8][C:7]=1[F:13])[CH3:2]. Reported procedure: {2-Fluoro-4-[2-hydroxy-2-(3-methyl-4-nitrophenylcarbamoyl)propoxy]-phenyl}carbamic acid ethyl ester was prepared as described in Example 1 starting from (2-fluoro-4-hydroxyphenyl)carbamic acid ethyl ester and 2-methyloxirane-2-carboxylic acid (3-methyl-4-nitrophenyl)amide. The crude product was purified by flash chromatography (dichloromethane-1.8% methanol). 1H NMR (400 MHz, DMSO-d6): 1.20 (3H, t, J=7.0 Hz), 1.43 (3H, s), 2.53 (3H, s), 3.97 (1H, d, J=9.7 Hz), 4.07 (2H, q, J=7.0 Hz), 4.22 (1H, d...